From a dataset of the Open Reaction Database (ORD), a public repository of structured organic reaction records. describe an organic reaction: reactants, conditions, products, and yield Starting materials: BrC1=CC=C(C=C1)N1[C@@H]2[C@H](CC1)CN(C2)C ((3aR,6aR)-1-(4-Bromophenyl)-5-methyloctahydropyrrolo[3,4-b]pyrrole), N1CCNCC1 (piperazine), C1=CC=C(C=C1)P(C2=CC=CC=C2)C3=C(C4=CC=CC=C4C=C3)C5=C(C=CC6=CC=CC=C65)P(C7=CC=CC=C7)C8=CC=CC=C8 ((R)-(+)-2,2′-bis(diphenylphosphino)-1,1′-binaphthyl), CC(C)([O-])C.[Na+] (sodium tert-butoxide). Reagents/catalysts: C=1C=CC(=CC1)/C=C/C(=O)/C=C/C2=CC=CC=C2.C=1C=CC(=CC1)/C=C/C(=O)/C=C/C2=CC=CC=C2.C=1C=CC(=CC1)/C=C/C(=O)/C=C/C2=CC=CC=C2.[Pd].[Pd] (tris(dibenzylideneacetone)dipalladium). Solvent: O (water), C1(=CC=CC=C1)C (toluene). Run at temperature 140 celsius. Yields the product CN1C[C@@H]2N(CC[C@@H]2C1)C1=CC=C(C=C1)N1CCNCC1 ((3aR,6aR)-5-Methyl-1-(4-piperazin-1-yl-phenyl)-octahydro-pyrrolo[3,4-b]pyrrole). As a reaction SMILES: Br[C:2]1[CH:7]=[CH:6][C:5]([N:8]2[CH2:12][CH2:11][C@@H:10]3[CH2:13][N:14]([CH3:16])[CH2:15][C@H:9]23)=[CH:4][CH:3]=1.[NH:17]1[CH2:22][CH2:21][NH:20][CH2:19][CH2:18]1.C1C=CC(P(C2C=CC3C(=CC=CC=3)C=2C2C3C(=CC=CC=3)C=CC=2P(C2C=CC=CC=2)C2C=CC=CC=2)C2C=CC=CC=2)=CC=1.CC(C)([O-])C.[Na+]>O.C1C=CC(/C=C/C(/C=C/C2C=CC=CC=2)=O)=CC=1.C1C=CC(/C=C/C(/C=C/C2C=CC=CC=2)=O)=CC=1.C1C=CC(/C=C/C(/C=C/C2C=CC=CC=2)=O)=CC=1.[Pd].[Pd].C1(C)C=CC=CC=1>[CH3:16][N:14]1[CH2:13][C@@H:10]2[C@@H:9]([N:8]([C:5]3[CH:6]=[CH:7][C:2]([N:17]4[CH2:22][CH2:21][NH:20][CH2:19][CH2:18]4)=[CH:3][CH:4]=3)[CH2:12][CH2:11]2)[CH2:15]1 |f:3.4,6.7.8.9.10|. Procedure details: The product of Example 72B (200 mg, 0.71 mmole), piperazine (200 mg, 2.33 mmole), tris(dibenzylideneacetone)dipalladium (20 mg, 0.022 mmole), (R)-(+)-2,2′-bis(diphenylphosphino)-1,1′-binaphthyl (28 mg, 0.045 mmole), sodium tert-butoxide (140 mg, 1.46 mmole) and 7 ml of toluene were mixed under N2 in a Emrys process vial. The vial was sealed heated in the microwave for 15 minutes at 140° C. using the Emrys Creator. The mixture was diluted with water and extracted with dichloromethane (4×). The co... Starting materials: BrC1=C(C=C(C=C1)OC)[N+](=O)[O-] (1-bromo-4-methoxy-2-nitrobenzene), COC1=CC=C(C=C)C=C1 (4-methoxystyrene), C(C)(C)N(C(C)C)CC (N,N-diisopropylethylamine). Reagents/catalysts: C(C)(=O)[O-].[Pd+2].C(C)(=O)[O-] (palladium(II) acetate), C(C)(C)(C)P(C1=C(C=CC=C1)C1=CC=CC=C1)C(C)(C)C (2-(di-tert-butylphosphino)biphenyl). The solvent is C(C)#N (acetonitrile). Conditions: temperature 80 celsius, time 15 hour. Product: COC1=CC(=C(C=C1)C=CC1=CC=C(C=C1)OC)[N+](=O)[O-] (4-Methoxy-1-[2-(4-methoxyphenyl)vinyl]-2-nitrobenzene). Yield: 49.5%. RXN SMILES: Br[C:2]1[CH:7]=[CH:6][C:5]([O:8][CH3:9])=[CH:4][C:3]=1[N+:10]([O-:12])=[O:11].[CH3:13][O:14][C:15]1[CH:22]=[CH:21][C:18]([CH:19]=[CH2:20])=[CH:17][CH:16]=1.C(N(CC)C(C)C)(C)C>C(#N)C.C([O-])(=O)C.[Pd+2].C([O-])(=O)C.C(P(C(C)(C)C)C1C=CC=CC=1C1C=CC=CC=1)(C)(C)C>[CH3:9][O:8][C:5]1[CH:6]=[CH:7][C:2]([CH:20]=[CH:19][C:18]2[CH:21]=[CH:22][C:15]([O:14][CH3:13])=[CH:16][CH:17]=2)=[C:3]([N+:10]([O-:12])=[O:11])[CH:4]=1 |f:4.5.6|. Reported procedure: To a solution of 1-bromo-4-methoxy-2-nitrobenzene (2.3 g) in acetonitrile (20 ml) was sequentially added 4-methoxystyrene (1.5 g), N,N-diisopropylethylamine (3.9 g), 2-(di-tert-butylphosphino)biphenyl (145 mg) and palladium(II) acetate (112 mg), and the solution was stirred for 15 hours at 80° C. The solution was extracted with ethyl acetate, then sequentially washed with water and brine, dried over anhydrous magnesium sulfate, and then the solvent was evaporated in vacuo. The residue was purifi... Reactants: COc1ccc2[nH]c(SCc3ncc(C)c(OC)c3C)nc2c1, CC(=O)O, CO, [Na+], [Na+], [Na+], O=S([O-])([O-])=S, [OH-], O, OO. The product is COc1ccc2[nH]c(S(=O)Cc3ncc(C)c(OC)c3C)nc2c1. RXN SMILES: [CH3:1][c:2]1[c:3]([CH2:11][S:12][c:13]2[n:14][c:15]3[c:16]([nH:17]2)[cH:18][cH:19][c:20]([O:22][CH3:23])[cH:21]3)[n:4][cH:5][c:6]([CH3:10])[c:7]1[O:8][CH3:9].[CH3:33][C:34](=[O:35])[OH:36].[CH3:37][OH:38].[Na+:25].[Na+:26].[Na+:27].[O-:28][S:29]([O-:30])(=[S:31])=[O:32].[OH-:24].[OH2:39].[OH:40][OH:41]>>[CH3:1][c:2]1[c:3]([CH2:11][S:12]([c:13]2[n:14][c:15]3[c:16]([nH:17]2)[cH:18][cH:19][c:20]([O:22][CH3:23])[cH:21]3)=[O:28])[n:4][cH:5][c:6]([CH3:10])[c:7]1[O:8][CH3:9]. Reactants: O=C([O-])O, CC(C)(C#N)c1cccc(C(=O)Cl)c1, Cl, CCc1ccc(N)cc1O, [Na+], C1CCOC1. Yields the product CCc1ccc(NC(=O)c2cccc(C(C)(C)C#N)c2)cc1O. As a reaction SMILES: [C:12](=[O:13])([O-:14])[OH:15].[C:17](#[N:18])[C:19]([CH3:20])([CH3:21])[c:22]1[cH:23][c:24]([C:25](=[O:26])[Cl:27])[cH:28][cH:29][cH:30]1.[ClH:1].[NH2:2][c:3]1[cH:4][cH:5][c:6]([CH2:10][CH3:11])[c:7]([OH:9])[cH:8]1.[Na+:16].[O:31]1[CH2:32][CH2:33][CH2:34][CH2:35]1>>[NH:2]([c:3]1[cH:4][cH:5][c:6]([CH2:10][CH3:11])[c:7]([OH:9])[cH:8]1)[C:25]([c:24]1[cH:23][c:22]([C:19]([C:17]#[N:18])([CH3:20])[CH3:21])[cH:30][cH:29][cH:28]1)=[O:26]. The reactants are CNc1ncc2cc(B3OC(C)(C)C(C)(C)O3)ccc2n1, Cc1ccc2c(Oc3cccc(C(F)(F)F)c3)nccc2c1I, [Na+], [Na+], O=C([O-])[O-], O. The product is CNc1ncc2cc(-c3c(C)ccc4c(Oc5cccc(C(F)(F)F)c5)nccc34)ccc2n1. As a reaction SMILES: [CH3:24][NH:25][c:26]1[n:27][c:28]2[cH:29][cH:30][c:31]([B:36]3[O:37][C:38]([CH3:39])([CH3:40])[C:41]([CH3:42])([CH3:43])[O:44]3)[cH:32][c:33]2[cH:34][n:35]1.[I:1][c:2]1[c:3]2[cH:4][cH:5][n:6][c:7]([O:13][c:14]3[cH:15][c:16]([C:20]([F:21])([F:22])[F:23])[cH:17][cH:18][cH:19]3)[c:8]2[cH:9][cH:10][c:11]1[CH3:12].[Na+:45].[Na+:46].[O-:47][C:48](=[O:49])[O-:50].[OH2:51]>>[c:2]1(-[c:31]2[cH:30][cH:29][c:28]3[n:27][c:26]([NH:25][CH3:24])[n:35][cH:34][c:33]3[cH:32]2)[c:3]2[cH:4][cH:5][n:6][c:7]([O:13][c:14]3[cH:15][c:16]([C:20]([F:21])([F:22])[F:23])[cH:17][cH:18][cH:19]3)[c:8]2[cH:9][cH:10][c:11]1[CH3:12]. The reactants are CCOCCOCC, CCOCC, O=[N+]([O-])c1ccc(F)cc1, C1CN2CCC(CC2)N1. Yields the product F, O=[N+]([O-])c1ccc(N2CCN3CCC2CC3)cc1. RXN SMILES: [CH2:20]([O:21][CH2:22][CH2:23][O:24][CH2:25][CH3:26])[CH3:27].[CH3:28][CH2:29][O:30][CH2:31][CH3:32].[F:10][c:11]1[cH:12][cH:13][c:14]([N+:17](=[O:18])[O-:19])[cH:15][cH:16]1.[N:1]12[CH2:2][CH2:3][NH:4][CH:5]([CH2:6][CH2:7]1)[CH2:8][CH2:9]2>>[FH:10].[N:1]12[CH2:2][CH2:3][N:4]([c:11]3[cH:12][cH:13][c:14]([N+:17](=[O:18])[O-:19])[cH:15][cH:16]3)[CH:5]([CH2:6][CH2:7]1)[CH2:8][CH2:9]2. Reaction SMILES: [CH2:1]([O:3][C:4](=[O:22])[CH2:5][NH:6][C:7]1[C:12]([NH:13][C:14]([C:16]2[CH:21]=[CH:20][CH:19]=[CH:18][N:17]=2)=O)=[CH:11][CH:10]=[CH:9][N:8]=1)[CH3:2].C>C(Cl)Cl>[CH2:1]([O:3][C:4](=[O:22])[CH2:5][N:6]1[C:7]2=[N:8][CH:9]=[CH:10][CH:11]=[C:12]2[N:13]=[C:14]1[C:16]1[CH:21]=[CH:20][CH:19]=[CH:18][N:17]=1)[CH3:2]. The yield is 32.5%. Procedure details: Solid N-[3-[(2-pyridinylcarbonyl)amino]-2-pyridinyl]glycine ethyl ester (21.9 g, 0.069 mole) was heated in glass at 210°-220° C. using a heating mantle for 71/2 minutes. The residue was dissolved in methylene chloride, treated with 25.6 g of charcoal, and filtered through a Celite pad. The filtrate was evaporated to a dark residue, which was taken up in ethyl acetate and filtered to remove an insoluble brown solid. The concentrated ethyl acetate filtrate was applied to a silica gel column (400 g... The reactants are C(C)OC(CNC1=NC=CC=C1NC(=O)C1=NC=CC=C1)=O (N-[3-[(2-pyridinylcarbonyl)amino]-2-pyridinyl]glycine ethyl ester), C (charcoal). Product: C(C)OC(CN1C(=NC=2C1=NC=CC2)C2=NC=CC=C2)=O (2-(2-Pyridinyl)-3H-imidazo[4,5-b]pyridine-3-acetic acid ethyl ester). The solvent is C(Cl)Cl (methylene chloride). The reactants are NC1=NC=C(C=C1C(=O)C=1C=NC(=CC1)F)Br ((2-amino-5-bromo-pyridin-3-yl)-(6-fluoro-pyridin-3-yl)-methanone), solution, C(C)(C)(C)[Mg]Cl (tert-butylmagnesium chloride), solution, C[Si](C)(C)[N-][Si](C)(C)C.[Li+] (lithium bis(trimethylsilyl)amide), [Cl-].COC[P+](C1=CC=CC=C1)(C1=CC=CC=C1)C1=CC=CC=C1 ((methoxymethyl)triphenylphosphonium chloride). Run in C1CCOC1 (THF), C1CCOC1 (THF), C1CCOC1 (THF), C1CCOC1 (THF). Run at temperature 0 celsius, time 10 minute. Product: BrC=1C=C(C(=NC1)NN)C(=COC)C=1C=NC(=CC1)F (5-bromo-3-[1-(6-fluoro-pyridin-3-yl)-2-methoxy-vinyl]-pyridin-2-ylamine ylamine), foam. Isolated yield 50.0%. RXN SMILES: [Cl-].[CH3:2][O:3][CH2:4][P+](C1C=CC=CC=1)(C1C=CC=CC=1)C1C=CC=CC=1.C[Si]([N-:28][Si](C)(C)C)(C)C.[Li+].[NH2:34][C:35]1[C:40]([C:41]([C:43]2[CH:44]=[N:45][C:46]([F:49])=[CH:47][CH:48]=2)=O)=[CH:39][C:38]([Br:50])=[CH:37][N:36]=1.C([Mg]Cl)(C)(C)C>C1COCC1>[Br:50][C:38]1[CH:39]=[C:40]([C:41]([C:43]2[CH:44]=[N:45][C:46]([F:49])=[CH:47][CH:48]=2)=[CH:2][O:3][CH3:4])[C:35]([NH:34][NH2:28])=[N:36][CH:37]=1 |f:0.1,2.3|. Procedure: To a suspension of (methoxymethyl)triphenylphosphonium chloride (1.16 g, 3.38 mmol) in THF (4 ml) at 0° C. under nitrogen was added dropwise a 1M solution of lithium bis(trimethylsilyl)amide in THF (3.4 ml, 3.4 mmol). The resulting dark red mixture was stirred at 0° C. for 10 minutes to generate the ylide reagent. To a solution of (2-amino-5-bromo-pyridin-3-yl)-(6-fluoro-pyridin-3-yl)-methanone (400 mg, 1.35 mmol) in THF (6 ml) was added dropwise a 1M solution of tert-butylmagnesium chloride in ... Reactants: COCCl (chloromethyl methyl ether), CC1(C=2C=CC(=CC2C(CC1)O)N=NC1=CC=C(C(=O)OCC)C=C1)C (ethyl 4-[(5,5-dimethyl-8-hydroxy-5,6,7,8-tetrahydronaphthalen-2-yl)azo]benzoate), CC1(C=2C=CC(=CC2C(CC1)O)N=NC1=CC=C(C(=O)OCC)C=C1)C (ethyl 4-[(5,5-dimethyl-8-hydroxy-5,6,7,8-tetrahydronaphthalen-2-yl)azo]benzoate), C(C)(C)NCC (isopropyl ethyl amine). The solvent is C(Cl)Cl (CH2Cl2). Reaction conditions: time 12 hour. Product: CC1(C=2C=CC(=CC2C(CC1)OCOC)N=NC1=CC=C(C(=O)OCC)C=C1)C ((+/−) Ethyl 4-[(5,5-dimethyl-8-(methoxymethyloxy)-5,6,7,8-tetrahydronaphthalen-2-yl)azo]benzoate). As a reaction SMILES: [CH3:1][C:2]1([CH3:26])[CH2:11][CH2:10][CH:9]([OH:12])[C:8]2[CH:7]=[C:6]([N:13]=[N:14][C:15]3[CH:25]=[CH:24][C:18]([C:19]([O:21][CH2:22][CH3:23])=[O:20])=[CH:17][CH:16]=3)[CH:5]=[CH:4][C:3]1=2.C(NCC)(C)C.[CH3:33][O:34][CH2:35]Cl>C(Cl)Cl>[CH3:26][C:2]1([CH3:1])[CH2:11][CH2:10][CH:9]([O:12][CH2:33][O:34][CH3:35])[C:8]2[CH:7]=[C:6]([N:13]=[N:14][C:15]3[CH:16]=[CH:17][C:18]([C:19]([O:21][CH2:22][CH3:23])=[O:20])=[CH:24][CH:25]=3)[CH:5]=[CH:4][C:3]1=2. Procedure details: To a solution of (+1-) ethyl 4-[(5,5-dimethyl-8-hydroxy-5,6,7,8-tetrahydronaphthalen-2-yl)azo]benzoate (Compound D5, 49.7 mg, 0.141 mmol) in 4 ml of dry CH2Cl2 at 0° C. was added isopropyl ethyl amine (0.152 ml, 0.847 mmol) followed by chloromethyl methyl ether (0.0323 ml, 0.423 mmol). The reaction mixture was stirred at room temperature for 12 h. Solvent was removed under reduced pressure, the residue was dissolved in ethyl acetate and the solution was washed with NaHCO3 (sat.), and brine. The ...